From a dataset of the Open Reaction Database (ORD), a public repository of structured organic reaction records. describe an organic reaction: reactants, conditions, products, and yield Starting materials: COC(=O)/C=C/C=1C(=NC(N([C@H]2[C@H](O)[C@H](O)[C@@H](CO)O2)C1)=O)N ((E)-5-(2-methoxycarbonyl ethenyl) cytidine), N (ammonia). The solvent is C(Cl)Cl (methylene chloride). Product: [C@@H]1([C@H](O)[C@H](O)[C@H](O1)CO)N1C(NC=2C(=C1)C=CC(N2)=O)=O (3-β-D-ribofuranosyl-2,7-dioxopyrido[2,3-d] pyrimidine). Yield: 65.5%. Reaction SMILES: C[O:2][C:3](/[CH:5]=[CH:6]/[C:7]1[C:8]([NH2:23])=[N:9][C:10](=[O:22])[N:11]([CH:21]=1)[C@@H:12]1[O:20][C@H:17]([CH2:18][OH:19])[C@@H:15]([OH:16])[C@H:13]1[OH:14])=O.N>C(Cl)Cl>[C@@H:12]1([N:11]2[CH:21]=[C:7]3[CH:6]=[CH:5][C:3](=[O:2])[N:23]=[C:8]3[NH:9][C:10]2=[O:22])[O:20][C@H:17]([CH2:18][OH:19])[C@@H:15]([OH:16])[C@H:13]1[OH:14]. Procedure: 44 mg of 2',3',5'-tri-O-acetyl-3-β-D-ribofuranosyl-2-oxo-7-chloropyrido[2,3-d]pyrimidine (c) was dissolved in 1 ml of methylene chloride and 10 ml of ammonia saturated methanol was added thereto. The mixture was made to undergo a reaction at room temperature for 12 hours. Thereafter, the reaction mixture was concentrated at reduced pressure and the residue was recrystallized in an ethanol-water system to give 26 mg of 3-β-D-ribofuranosyl-2-oxo-7-chloropyrido[2,3-d]pyrimidine (d). Its physical pr...